From a dataset of the Open Reaction Database (ORD), a public repository of structured organic reaction records. describe an organic reaction: reactants, conditions, products, and yield Starting materials: FC1=CC=C(C(C)(C)N=C=O)C=C1 (p-fluoro-α,α-dimethylbenzyl isocyanate), C(C)NC1CCCCC1 (N-ethylcyclohexylamine). The solvent is CCCCCC (n-hexane). Reaction conditions: time 8 hour. Product: C1(CCCCC1)N(C(=O)NC(C1=CC=C(C=C1)F)(C)C)CC (1-Cyclohexyl-1-ethyl-3-(p-fluoro-α,α-dimethylbenzyl)urea). Isolated yield 87.7%. Reaction SMILES: [F:1][C:2]1[CH:13]=[CH:12][C:5]([C:6]([N:9]=[C:10]=[O:11])([CH3:8])[CH3:7])=[CH:4][CH:3]=1.[CH2:14]([NH:16][CH:17]1[CH2:22][CH2:21][CH2:20][CH2:19][CH2:18]1)[CH3:15]>CCCCCC>[CH:17]1([N:16]([CH2:14][CH3:15])[C:10]([NH:9][C:6]([CH3:8])([CH3:7])[C:5]2[CH:4]=[CH:3][C:2]([F:1])=[CH:13][CH:12]=2)=[O:11])[CH2:22][CH2:21][CH2:20][CH2:19][CH2:18]1. Procedure: A solution of 1.8 g of p-fluoro-α,α-dimethylbenzyl isocyanate in 20 ml of n-hexane was added to 1.4 g of N-ethylcyclohexylamine, and the mixture was allowed to stand overnight. The solvent was then removed by distillation and the resulting crystals were washed with cold n-pentane to obtain 2.7 g of the title compound. Starting materials: C, CCOC(=O)c1ccc(-n2cc(C#N)c3ccc([N+](=O)[O-])cc32)cc1, CO, C1CCOC1, [Pd]. Yields the product CCOC(=O)c1ccc(-n2cc(C#N)c3ccc(N)cc32)cc1. As a reaction SMILES: [C:31].[CH2:1]([CH3:2])[O:3][C:4]([c:5]1[cH:6][cH:7][c:8](-[n:11]2[cH:12][c:13]([C:23]#[N:24])[c:14]3[cH:15][cH:16][c:17]([N+:20]([O-:21])=[O:22])[cH:18][c:19]23)[cH:9][cH:10]1)=[O:25].[CH3:33][OH:34].[O:26]1[CH2:27][CH2:28][CH2:29][CH2:30]1.[Pd:32]>>[CH2:1]([CH3:2])[O:3][C:4]([c:5]1[cH:6][cH:7][c:8](-[n:11]2[cH:12][c:13]([C:23]#[N:24])[c:14]3[cH:15][cH:16][c:17]([NH2:20])[cH:18][c:19]23)[cH:9][cH:10]1)=[O:25]. Starting materials: O=C(O)c1c(CBr)c(-c2ccccc2)nc2ccccc12, C[S-], [Na+], C1CCOC1. Yields the product CSCc1c(-c2ccccc2)nc2ccccc2c1C(=O)O. As a reaction SMILES: [Br:1][CH2:2][c:3]1[c:4](-[c:16]2[cH:17][cH:18][cH:19][cH:20][cH:21]2)[n:5][c:6]2[cH:7][cH:8][cH:9][cH:10][c:11]2[c:12]1[C:13](=[O:14])[OH:15].[CH3:22][S-:23].[Na+:24].[O:25]1[CH2:26][CH2:27][CH2:28][CH2:29]1>>[CH2:2]([c:3]1[c:4](-[c:16]2[cH:17][cH:18][cH:19][cH:20][cH:21]2)[n:5][c:6]2[cH:7][cH:8][cH:9][cH:10][c:11]2[c:12]1[C:13](=[O:14])[OH:15])[S:23][CH3:22]. Starting materials: C(O)([O-])=O.[Na+] (sodium hydrogen carbonate), C(=O)O (formic acid), C(C)(=O)OC(C)=O (acetic anhydride), C(C)(C)(C)OC(NC1=C(C=CC(=C1)N)F)=O (tert-butyl(5-amino-2-fluorophenyl)carbamate). Run in O1CCCC1 (tetrahydrofuran). Run at time 16 hour. Product: FC1=C(C=C(C=C1)NC=O)NC(OC(C)(C)C)=O (tert-butyl [2-fluoro-5-(formylamino)phenyl]carbamate). Reaction SMILES: [C:1]([O:5][C:6](=[O:16])[NH:7][C:8]1[CH:13]=[C:12]([NH2:14])[CH:11]=[CH:10][C:9]=1[F:15])([CH3:4])([CH3:3])[CH3:2].[CH:17](O)=[O:18].C(OC(=O)C)(=O)C.C(=O)([O-])O.[Na+]>O1CCCC1>[F:15][C:9]1[CH:10]=[CH:11][C:12]([NH:14][CH:17]=[O:18])=[CH:13][C:8]=1[NH:7][C:6](=[O:16])[O:5][C:1]([CH3:4])([CH3:2])[CH3:3] |f:3.4|. Reported procedure: To a solution of tert-butyl(5-amino-2-fluorophenyl)carbamate (10.0 g, 44.2 mmol) in tetrahydrofuran (60 mL) was added a mixture of formic acid (8.34 mL, 221 mmol) and acetic anhydride (5.01 mL, 53.0 mmol), and the mixture was stirred at room temperature for 16 hr. To the reaction mixture was added saturated aqueous sodium hydrogen carbonate solution (100 mL), and the mixture was extracted with ethyl acetate (100 mL, 30 mL). The combined organic layer was washed with saturated brine (10 mL), filt... Reactants: O=C=O, [Li]CCCC, C1CCOC1, CC(C)NC(C)C, Fc1cc(F)c(Br)cc1F. The product is O=C(O)c1c(F)c(F)cc(Br)c1F. As a reaction SMILES: [C:23](=[O:24])=[O:25].[CH2:1]([Li:2])[CH2:3][CH2:4][CH3:5].[CH2:26]1[O:27][CH2:28][CH2:29][CH2:30]1.[CH:6]([NH:7][CH:8]([CH3:9])[CH3:10])([CH3:11])[CH3:12].[F:13][c:14]1[c:15]([Br:22])[cH:16][c:17]([F:21])[c:18]([F:20])[cH:19]1>>[F:13][c:14]1[c:15]([Br:22])[cH:16][c:17]([F:21])[c:18]([F:20])[c:19]1[C:23](=[O:24])[OH:25]. Reactants: Nc1cccc(-c2c(Cc3ccccc3)cnc3c(C(F)(F)F)cccc23)c1, COc1ccc2cc(C=O)ccc2c1. Yields the product COc1ccc2cc(CNc3cccc(-c4c(Cc5ccccc5)cnc5c(C(F)(F)F)cccc45)c3)ccc2c1. RXN SMILES: [CH2:1]([c:2]1[cH:3][cH:4][cH:5][cH:6][cH:7]1)[c:8]1[cH:9][n:10][c:11]2[c:12]([C:25]([F:26])([F:27])[F:28])[cH:13][cH:14][cH:15][c:16]2[c:17]1-[c:18]1[cH:19][c:20]([NH2:24])[cH:21][cH:22][cH:23]1.[CH3:29][O:30][c:31]1[cH:32][c:33]2[cH:34][cH:35][c:36]([CH:41]=[O:42])[cH:37][c:38]2[cH:39][cH:40]1>>[CH2:1]([c:2]1[cH:3][cH:4][cH:5][cH:6][cH:7]1)[c:8]1[cH:9][n:10][c:11]2[c:12]([C:25]([F:26])([F:27])[F:28])[cH:13][cH:14][cH:15][c:16]2[c:17]1-[c:18]1[cH:19][c:20]([NH:24][CH2:41][c:36]2[cH:35][cH:34][c:33]3[cH:32][c:31]([O:30][CH3:29])[cH:40][cH:39][c:38]3[cH:37]2)[cH:21][cH:22][cH:23]1. Reactants: hexahydrated cobalt (II) chloride, [OH-].[Na+] (sodium hydroxide), [Co](Cl)Cl (cobalt (II) chloride), CC(CC(CCCC)=O)=O (2,4-octanedione). Solvent: O (water), O (water). Run at time 10 minute. The product is [Co].CC(CC(CCCC)=O)=O (2,4-octanedione cobalt). RXN SMILES: [OH-].[Na+].[CH3:3][C:4](=[O:12])[CH2:5][C:6](=[O:11])[CH2:7][CH2:8][CH2:9][CH3:10].[Co:13](Cl)Cl>O>[Co:13].[CH3:3][C:4](=[O:12])[CH2:5][C:6](=[O:11])[CH2:7][CH2:8][CH2:9][CH3:10] |f:0.1,5.6|. Procedure: Four grams (0.1 mol) of sodium hydroxide were dissolved in 150 cc of water. To this solution, 14.2 g (0.1 mol) of 2,4-octanedione were added slowly while stirring. After the dissolution had been completed, the obtained solution was dripped taking 10 minutes while vigorously stirring into a cobalt (II) chloride aqueous solution which had been prepared in advance by dissolving 11.9 g (0.05 mol) of hexahydrated cobalt (II) chloride in 200 cc of water. The produced rose-red-colored precipitate was s... The reactants are FC1=C(C(=CC=C1)F)C=CC1=CC(=C(C(=C1)OC)C(C)C)OC (1-(2,6-difluorophenyl)-2-(3,5-dimethoxy-4-i-propylphenyl)ethene), Cl.N1=CC=CC=C1 (pyridine hydrochloride). Yields the product FC1=C(C(=CC=C1)F)C=CC=1C=C(C(=C(C1)O)C(C)C)O (5-[2-(2,6-Difluorophenyl)ethenyl]-2-i-propyl-1,3-benzenediol). Yield: 29.0%. As a reaction SMILES: [F:1][C:2]1[CH:7]=[CH:6][CH:5]=[C:4]([F:8])[C:3]=1[CH:9]=[CH:10][C:11]1[CH:16]=[C:15]([O:17]C)[C:14]([CH:19]([CH3:21])[CH3:20])=[C:13]([O:22]C)[CH:12]=1.Cl.N1C=CC=CC=1>>[F:1][C:2]1[CH:7]=[CH:6][CH:5]=[C:4]([F:8])[C:3]=1[CH:9]=[CH:10][C:11]1[CH:12]=[C:13]([OH:22])[C:14]([CH:19]([CH3:20])[CH3:21])=[C:15]([OH:17])[CH:16]=1 |f:1.2|. Reported procedure: This material was prepared from 1-(2,6-difluorophenyl)-2-(3,5-dimethoxy-4-i-propylphenyl)ethene and pyridine hydrochloride in 29% yield in the same way as described in example 34. 1HNMR (CDCl3, ppm): δ 1.42 (d, J=7.1 Hz, 6H), 3.50 (qint, J=7.1 Hz, 1H), 4.77 (br, 2H), 6.57 (s, 2H), 6.8-7.4 (m, 5H). The reactants are [(COD)Rh(S,S)-Et-DuPHOS]OTf, COC(/C(=C/C1=C(C=C(C=C1)CC=C)[SiH](C)C)/NC(C)=O)=O ((2Z)-methyl-2-acetamido-3-(4-allyldimethylsilylphenyl)prop-2-enoate), C17H25NO3Si. Run in C(Cl)Cl (CH2Cl2). Reaction conditions: time 23 hour. Product: COC([C@H](CC1=C(C=C(C=C1)CC=C)[SiH](C)C)NC(C)=O)=O ((S)-methyl-2-acetamido-3-(4-allyldimethylsilylphenyl)propanoate). Reaction SMILES: [CH3:1][O:2][C:3](=[O:22])/[C:4](/[NH:18][C:19](=[O:21])[CH3:20])=[CH:5]/[C:6]1[CH:11]=[CH:10][C:9]([CH2:12][CH:13]=[CH2:14])=[CH:8][C:7]=1[SiH:15]([CH3:17])[CH3:16]>C(Cl)Cl>[CH3:1][O:2][C:3](=[O:22])[C@@H:4]([NH:18][C:19](=[O:21])[CH3:20])[CH2:5][C:6]1[CH:11]=[CH:10][C:9]([CH2:12][CH:13]=[CH2:14])=[CH:8][C:7]=1[SiH:15]([CH3:16])[CH3:17]. Procedure: To a round bottomed flask containing (2Z)-methyl-2-acetamido-3-(4-allyldimethylsilylphenyl)prop-2-enoate (1 Scheme 5, 3.2 g, 10 mmol) in deoxygenated CH2Cl2 (40 mL) was added [(COD)Rh(S,S)-Et-DuPHOS]OTf(7 mg). After eight vacuum/H2 cycles, the reaction was stirred for 23 h at room temperature under H2 (1 atm). Once the reaction was finished, the solution was passed through a short plug of silica to remove the catalyst to afford a colorless oil (3.2 g. 100%); 1H NMR (300 MHz, CDCl3) δ 0.25 (s, 6 ... Reactants: ClC=1C2=C(N=CN1)N(C=C2Cl)COC(CCO)O (4,5-dichloro-7-[(1,3-dihydroxypropoxy)methyl]pyrrolo[2,3-d]pyrimidine), N (ammonia), steel. Conditions: temperature 135 celsius. Yields the product NC=1C2=C(N=CN1)N(C=C2Cl)COC(CCO)O (4-Amino-5-chloro-7-[(1,3-dihydroxypropoxy)methyl]pyrrolo[2,3-d]pyrimidine). As a reaction SMILES: Cl[C:2]1[C:3]2[C:10]([Cl:11])=[CH:9][N:8]([CH2:12][O:13][CH:14]([OH:18])[CH2:15][CH2:16][OH:17])[C:4]=2[N:5]=[CH:6][N:7]=1.[NH3:19]>>[NH2:19][C:2]1[C:3]2[C:10]([Cl:11])=[CH:9][N:8]([CH2:12][O:13][CH:14]([OH:18])[CH2:15][CH2:16][OH:17])[C:4]=2[N:5]=[CH:6][N:7]=1. Reported procedure: Compound 22a was prepared by heating the 4,5-dichloro-7-[(1,3-dihydroxypropoxy)methyl]pyrrolo[2,3-d]pyrimidine with saturated methanolic ammonia (15 mL) in a steel reaction vessel. The vessel was then heated to 135° C. for eight hours after which time the vessel was cooled and the solvent was removed in vacuo at 40° C. The resulting solid was then recrystallized from methanol to yield 0.28 g (61%). mp=175°-176.5° C. 1H NMR (DMSO-d6): δ3.22-3.50 (m, 5), 4.58 (t, 2, exchanges with D2O, OH); 5.57 (...